Dataset: the Open Reaction Database (ORD), a public repository of structured organic reaction records. Task: describe an organic reaction: reactants, conditions, products, and yield Reactants: C1(=CC=CC=C1)OC (anisole), COC1=CC=C(CSC2=CC(=NC=C2Br)NC=2SC=C(N2)CCC2=CC=CC=C2)C=C1 (4-(4-methoxybenzylthio)-5-bromo-N-(4-phenethylthiazol-2-yl)pyridine-2-amine), C(=O)(O)[O-].[Na+] (NaHCO3). Solvent: C(=O)(C(F)(F)F)O (TFA). Reaction conditions: temperature 75 celsius, time 8 hour. Yields the product BrC=1C(=CC(=NC1)NC=1SC=C(N1)CCC1=CC=CC=C1)S (5-bromo-2-(4-phenethylthiazol-2-ylamino)pyridine-4-thiol). Yield: 72.2%. As a reaction SMILES: COC1C=CC(C[S:8][C:9]2[C:14]([Br:15])=[CH:13][N:12]=[C:11]([NH:16][C:17]3[S:18][CH:19]=[C:20]([CH2:22][CH2:23][C:24]4[CH:29]=[CH:28][CH:27]=[CH:26][CH:25]=4)[N:21]=3)[CH:10]=2)=CC=1.C1(OC)C=CC=CC=1.C([O-])(O)=O.[Na+]>C(O)(C(F)(F)F)=O>[Br:15][C:14]1[C:9]([SH:8])=[CH:10][C:11]([NH:16][C:17]2[S:18][CH:19]=[C:20]([CH2:22][CH2:23][C:24]3[CH:25]=[CH:26][CH:27]=[CH:28][CH:29]=3)[N:21]=2)=[N:12][CH:13]=1 |f:2.3|. Procedure: 4-(4-methoxybenzylthio)-5-bromo-N-(4-phenethylthiazol-2-yl)pyridine-2-amine (1.23 g, 2.4 mmol) was dissolved in TFA (10 mL):anisole (2 mL) (5:1). The reaction mixture was stirred at 75° C. overnight, then neutralized with solid NaHCO3, extracted with EtOAc, dried, and concentrated. The crude material was triturated in MeOH and filtered. The filtrate was further concentrated and triturated again with MeOH. The solids were combined and dried to give the desired product (0.68 g, 72% yield). The reactants are O (water), COC=1C=C(CN2C(C(CC2)CC2=CC=CC=C2)=O)C=C(C1OC)OC (1-(3,4,5-trimethoxybenzyl)-3-(phenylmethyl)-2-oxopyrrolidine), [Si](C)(C)(C(C)(C)C)OCCBr (2-(t-butyldimethylsilyloxy)ethyl bromide), C[Si](C)(C)[N-][Si](C)(C)C.[Li+] (lithium bis(trimethylsilyl)amide), [Si](C)(C)(C(C)(C)C)OCCBr (2-(t-butyldimethylsilyloxy)ethyl bromide). Run in O1CCCC1 (tetrahydrofuran), O1CCCC1 (tetrahydrofuran), C(C)(=O)OCC.CCCCCC (ethyl acetate hexane). Reaction conditions: temperature -78 celsius, time 30 minute. Product: COC=1C=C(CN2C(C(CC2)(CCO[Si](C)(C)C(C)(C)C)CC2=CC=CC=C2)=O)C=C(C1OC)OC (1-(3,4,5-trimethoxybenzyl)-3-(phenylmethyl)-3-(2-(t-butyldimethylsilyloxy)ethyl)-2-oxopyrrolidine). RXN SMILES: [CH3:1][O:2][C:3]1[CH:4]=[C:5]([CH:20]=[C:21]([O:25][CH3:26])[C:22]=1[O:23][CH3:24])[CH2:6][N:7]1[CH2:11][CH2:10][CH:9]([CH2:12][C:13]2[CH:18]=[CH:17][CH:16]=[CH:15][CH:14]=2)[C:8]1=[O:19].C[Si]([N-][Si](C)(C)C)(C)C.[Li+].[Si:37]([O:44][CH2:45][CH2:46]Br)([C:40]([CH3:43])([CH3:42])[CH3:41])([CH3:39])[CH3:38].O>O1CCCC1.C(OCC)(=O)C.CCCCCC>[CH3:26][O:25][C:21]1[CH:20]=[C:5]([CH:4]=[C:3]([O:2][CH3:1])[C:22]=1[O:23][CH3:24])[CH2:6][N:7]1[CH2:11][CH2:10][C:9]([CH2:12][C:13]2[CH:18]=[CH:17][CH:16]=[CH:15][CH:14]=2)([CH2:46][CH2:45][O:44][Si:37]([C:40]([CH3:43])([CH3:42])[CH3:41])([CH3:39])[CH3:38])[C:8]1=[O:19] |f:1.2,6.7|. Procedure details: Combine 1-(3,4,5-trimethoxybenzyl)-3-(phenylmethyl)-2-oxopyrrolidine (1.0 g, 2.81 mmol) and tetrahydrofuran (10 mL). Cool to −78° C. using a dry-ice/acetone bath. Add a solution of lithium bis(trimethylsilyl)amide (3.09 mL, 1 M in THF, 3.09 mmol). After 30 minutes, add a solution of 2-(t-butyldimethylsilyloxy)ethyl bromide (0.74 g, 3.09 mmol) in tetrahydrofuran (1 mL). After the addition of 2-(t-butyldimethylsilyloxy)ethyl bromide is complete, warm slowly to ambient temperature. After 2 hours, a...